This data is from the Open Reaction Database (ORD), a public repository of structured organic reaction records. The task is: describe an organic reaction: reactants, conditions, products, and yield Starting materials: [Al+3], CCOCC, [H-], [H-], [H-], [H-], [Li+], O=C(C1=COc2cc(O)ccc2O1)N1CCN(C(c2ccc(F)cc2)c2ccc(F)cc2)CC1. Product: Oc1ccc2c(c1)OC=C(CN1CCN(C(c3ccc(F)cc3)c3ccc(F)cc3)CC1)O2. As a reaction SMILES: [Al+3:2].[CH3:41][CH2:42][O:43][CH2:44][CH3:45].[H-:1].[H-:4].[H-:5].[H-:6].[Li+:3].[OH:7][c:8]1[cH:9][c:10]2[c:11]([cH:39][cH:40]1)[O:12][C:13]([C:16](=[O:17])[N:18]1[CH2:19][CH2:20][N:21]([CH:24]([c:25]3[cH:26][cH:27][c:28]([F:31])[cH:29][cH:30]3)[c:32]3[cH:33][cH:34][c:35]([F:38])[cH:36][cH:37]3)[CH2:22][CH2:23]1)=[CH:14][O:15]2>>[OH:7][c:8]1[cH:9][c:10]2[c:11]([cH:39][cH:40]1)[O:12][C:13]([CH2:16][N:18]1[CH2:19][CH2:20][N:21]([CH:24]([c:25]3[cH:26][cH:27][c:28]([F:31])[cH:29][cH:30]3)[c:32]3[cH:33][cH:34][c:35]([F:38])[cH:36][cH:37]3)[CH2:22][CH2:23]1)=[CH:14][O:15]2. Starting materials: ClC1=C(C#N)C=C(C=C1)[N+](=O)[O-] (2-chloro-5-nitrobenzonitrile), C1(=CC=CC=C1)O (phenol). Product: NC=1C=CC(=C(C#N)C1)OC1=CC=CC=C1 (5-amino-2-phenoxybenzonitrile). The yield is 26.1%. As a reaction SMILES: Cl[C:2]1[CH:9]=[CH:8][C:7]([N+:10]([O-])=O)=[CH:6][C:3]=1[C:4]#[N:5].[C:13]1([OH:19])[CH:18]=[CH:17][CH:16]=[CH:15][CH:14]=1>>[NH2:10][C:7]1[CH:8]=[CH:9][C:2]([O:19][C:13]2[CH:18]=[CH:17][CH:16]=[CH:15][CH:14]=2)=[C:3]([CH:6]=1)[C:4]#[N:5]. Reported procedure: By the reaction and treatment in the same manner as in Starting Material Synthetic Example 2 using 2-chloro-5-nitrobenzonitrile (10 g) and phenol (5.7 g), the title compound (3 g) was obtained. melting point: 89° C. The reactants are C(C)[C@]1(CC(OCC=2C(N3CC=4C(=NC=5C=C(C=CC5C4)F)C3=CC21)=O)=O)O ((5R)-5-ethyl-9-fluoro-5-hydroxy-4,5,13,15-tetrahydro-1H,3H-oxepino[3′,4′:6,7]indolizino[1,2-b]quinoline-3,15-dione), C(CCCCCCCCCC)=O (undecanal). Yields the product C(CCCCCCCCC)C1=C2C(=NC=3C=C(C=CC13)F)C1=CC3=C(C(N1C2)=O)COC(C[C@]3(O)CC)=O ((5R)-12-decyl-5-ethyl-9-fluoro-5-hydroxy-4,5,13,15-tetrahydro-1H,3H-oxepino[3′,4′:6,7]indolizino[1,2-b]quinoline-3,15-dione). Reaction SMILES: [CH2:1]([C@:3]1([OH:28])[C:25]2[CH:24]=[C:23]3[N:10]([CH2:11][C:12]4[C:13]3=[N:14][C:15]3[CH:16]=[C:17]([F:22])[CH:18]=[CH:19][C:20]=3[CH:21]=4)[C:9](=[O:26])[C:8]=2[CH2:7][O:6][C:5](=[O:27])[CH2:4]1)[CH3:2].[CH:29](=O)[CH2:30][CH2:31][CH2:32][CH2:33][CH2:34][CH2:35][CH2:36][CH2:37][CH2:38]C>>[CH2:29]([C:21]1[C:20]2[CH:19]=[CH:18][C:17]([F:22])=[CH:16][C:15]=2[N:14]=[C:13]2[C:23]3[N:10]([CH2:11][C:12]=12)[C:9](=[O:26])[C:8]1[CH2:7][O:6][C:5](=[O:27])[CH2:4][C@@:3]([CH2:1][CH3:2])([OH:28])[C:25]=1[CH:24]=3)[CH2:30][CH2:31][CH2:32][CH2:33][CH2:34][CH2:35][CH2:36][CH2:37][CH3:38]. Procedure details: The product of Example 84 is treated with undecanal according to a procedure similar to Stage 95e in order to produce the expected solid. Starting materials: OC=1C=CC=C2C=CC=NC12 (8-hydroxyquinoline), ClC(C)O (chloroethanol), C([O-])([O-])=O.[K+].[K+] (potassium carbonate), CC(=O)C (acetone). Reagents/catalysts: O (water). The solvent is C1(=CC=CC=C1)C (toluene). Product: N1=CC=CC2=CC=CC(=C12)OCCO (2-(8-Quinolyloxy)ethanol). Isolated yield 29.1%. Reaction SMILES: [OH:1][C:2]1[CH:3]=[CH:4][CH:5]=[C:6]2[C:11]=1[N:10]=[CH:9][CH:8]=[CH:7]2.Cl[CH:13]([OH:15])[CH3:14].C(=O)([O-])[O-].[K+].[K+].CC(C)=O>C1(C)C=CC=CC=1.O>[N:10]1[C:11]2[C:6](=[CH:5][CH:4]=[CH:3][C:2]=2[O:1][CH2:14][CH2:13][OH:15])[CH:7]=[CH:8][CH:9]=1 |f:2.3.4|. Procedure details: A mixture of 14.5 g (0.10 mole) of 8-hydroxyquinoline, 13.5 ml (0.20 mole) of chloroethanol, 40 g (0.30 mole) of potassium carbonate, and 200 ml of acetone was stirred at reflux temperature for 26 hr. The mixture was filtered and the filtrate concentrated to an oil. The oil was partitioned between toluene and aqueous potassium carbonate solution. When the toluene solution was shaken with a fresh portion of potassium carbonate solution, an off-white solid crystallized out of solution. The solid w... Starting materials: COC1=CC(=CC2=CC=CC=C12)NC(C(C)(C)C)=O (N-(4-methoxynaphthalen-2-yl)-2,2-dimethylpropionamide), O1CCCC1 (tetrahydrofuran), C(CCC)[Li] (n-butyllithium), CCCCCC (hexane), O1CCCC1 (tetrahydrofuran), C(C)C1OC1 (2-Ethyloxirane), ( p ), OC(CC=1C(=CC2=CC=CC=C2C1OC)NC(C(C)(C)C)=O)CC (N-[3-(2-hydroxybutyl)-4-methoxynaphthalen-2-yl]-2,2-dimethylpropionamide). Solvent: [Cl-].[NH4+] (ammonium chloride), C(C)(=O)OCC (ethyl acetate), C(Cl)(Cl)Cl (CHCl3). Run at time 40 hour. Product: C(C)OC(COC1=C2C(=C(N(C2=CC2=C1C=CC=C2)CC2=CC=CC=C2)CC)C(C(=O)N)=O)=O (2-[[3-(2-amino-1,2-dioxoethyl)-1-benzyl-2-ethyl-1H-benz[f]indol-4-yl]oxy]acetic acid ethyl ester), starting material. Isolated yield 27.0%. RXN SMILES: [OH:1][CH:2](CC)[CH2:3][C:4]1[C:5]([NH:16][C:17](=O)[C:18](C)([CH3:20])[CH3:19])=[CH:6][C:7]2[C:12]([C:13]=1[O:14][CH3:15])=[CH:11][CH:10]=[CH:9][CH:8]=2.COC1C2C(=CC=CC=2)C=C([NH:37][C:38](=[O:43])C(C)(C)C)C=1.C([Li])[CH2:45][CH2:46][CH3:47].CCC[CH2:52][CH2:53][CH3:54].[CH2:55]([CH:57]1[CH2:59][O:58]1)C.[O:60]1CCCC1>[Cl-].[NH4+].C(OCC)(=O)C.C(Cl)(Cl)Cl>[CH2:57]([O:58][C:59](=[O:60])[CH2:15][O:14][C:13]1[C:12]2[CH:11]=[CH:10][CH:9]=[CH:8][C:7]=2[CH:6]=[C:5]2[C:4]=1[C:3]([C:2](=[O:1])[C:38]([NH2:37])=[O:43])=[C:54]([CH2:53][CH3:52])[N:16]2[CH2:17][C:18]1[CH:20]=[CH:47][CH:46]=[CH:45][CH:19]=1)[CH3:55] |f:6.7|. Procedure: Commercially Available A. Preparation of N-(4-methoxynaphthalen-2-yl)-2,2-dimethylpropionamide. A solution of 3-amino-1-methoxynaphthalene (5.0 g, 29 mmol) in acetone (200 mL) was treated with pivaloyl chloride (4.0 mL, 33 mmol) and the resulting suspension stirred at room temperature for 1 h. Excess sodium bicarbonate was added and the resulting mixture stirred for 1 h, filtered, and reduced in vacuo to a volume of approximately 100 mL. The mixture was diluted with water and the resulting preci...